Dataset: the Open Reaction Database (ORD), a public repository of structured organic reaction records. Task: describe an organic reaction: reactants, conditions, products, and yield The reactants are CCCCO, CCN(C(C)C)C(C)C, Nc1cc(C2CC2)[nH]n1, N#Cc1cc(Cl)c(Cl)nc1Cl. The product is N#Cc1cc(Cl)c(Nc2cc(C3CC3)[nH]n2)nc1Cl. RXN SMILES: [CH2:30]([OH:31])[CH2:32][CH2:33][CH3:34].[CH:12]([N:13]([CH2:14][CH3:15])[CH:16]([CH3:17])[CH3:18])([CH3:19])[CH3:20].[CH:21]1([c:24]2[cH:25][c:26]([NH2:29])[n:27][nH:28]2)[CH2:22][CH2:23]1.[Cl:1][c:2]1[c:3]([C:4]#[N:5])[cH:6][c:7]([Cl:11])[c:8]([Cl:10])[n:9]1>>[Cl:1][c:2]1[c:3]([C:4]#[N:5])[cH:6][c:7]([Cl:11])[c:8]([NH:29][c:26]2[cH:25][c:24]([CH:21]3[CH2:22][CH2:23]3)[nH:28][n:27]2)[n:9]1. The reactants are C1(CC1)C=1C(=CC(=NC1)C(=O)O)OCC(F)(F)F (5-Cyclopropyl-4-(2,2,2-trifluoro-ethoxy)-pyridine-2-carboxylic acid), NC(C#N)C(C)(C)C (2-Amino-3,3-dimethyl-butyronitrile). Yields the product C(#N)C(C(C)(C)C)NC(=O)C1=NC=C(C(=C1)OCC(F)(F)F)C1CC1 (N-(1-cyano-2,2-dimethyl-propyl)-5-cyclopropyl-4-(2,2,2-trifluoroethoxy)pyridine-2-carboxamide). Reaction SMILES: [CH:1]1([C:4]2[C:5]([O:13][CH2:14][C:15]([F:18])([F:17])[F:16])=[CH:6][C:7]([C:10]([OH:12])=O)=[N:8][CH:9]=2)[CH2:3][CH2:2]1.[NH2:19][CH:20]([C:23]([CH3:26])([CH3:25])[CH3:24])[C:21]#[N:22]>>[C:21]([CH:20]([NH:19][C:10]([C:7]1[CH:6]=[C:5]([O:13][CH2:14][C:15]([F:18])([F:17])[F:16])[C:4]([CH:1]2[CH2:2][CH2:3]2)=[CH:9][N:8]=1)=[O:12])[C:23]([CH3:26])([CH3:25])[CH3:24])#[N:22]. Procedure details: The title compound was synthesized in analogy to Example 112e, using 5-Cyclopropyl-4-(2,2,2-trifluoro-ethoxy)-pyridine-2-carboxylic acid (Example 48c) and 2-Amino-3,3-dimethyl-butyronitrile (CAN 77425-86-6) as starting materials and isolated (782 mg, 90%); MS (ESI, m/z): 356.2 (M+H+). Reactants: IC1=C(C=CC=C1)[N+](=O)[O-] (1-Iodo-2-nitro-benzene), NC1=CC(=C(C=C1)C(=O)C1=C(C=C(C=C1)OCCOC1OCCCC1)C)Cl ((4-Amino-2-chloro-phenyl)-{2-methyl-4-[2-(tetrahydro-pyran-2-yloxy)-ethoxy]-phenyl}-methanone), C1=CC=C(C=C1)P(C2=CC=CC=C2)C3=C(C4=CC=CC=C4C=C3)C5=C(C=CC6=CC=CC=C65)P(C7=CC=CC=C7)C8=CC=CC=C8 (Rac-BINAP), C(=O)([O-])[O-].[Cs+].[Cs+] (Cs2CO3). The reagents and catalysts are C=1C=CC(=CC1)/C=C/C(=O)/C=C/C2=CC=CC=C2.C=1C=CC(=CC1)/C=C/C(=O)/C=C/C2=CC=CC=C2.C=1C=CC(=CC1)/C=C/C(=O)/C=C/C2=CC=CC=C2.[Pd].[Pd] (Pd2(dba)3). Solvent: O (water), CCOC(=O)C (EtOAc), O1CCOCC1 (1,4-dioxane). Conditions: temperature 100 celsius, time 24 hour. Yields the product ClC1=C(C=CC(=C1)NC1=C(C=CC=C1)[N+](=O)[O-])C(=O)C1=C(C=C(C=C1)OCCOC1OCCCC1)C ([2-Chloro-4-(2-nitro-phenylamino)-phenyl]-{2-methyl-4-[2-(tetrahydro-pyran-2-yloxy)-ethoxy]-phenyl}-methanone). As a reaction SMILES: I[C:2]1[CH:7]=[CH:6][CH:5]=[CH:4][C:3]=1[N+:8]([O-:10])=[O:9].[NH2:11][C:12]1[CH:17]=[CH:16][C:15]([C:18]([C:20]2[CH:25]=[CH:24][C:23]([O:26][CH2:27][CH2:28][O:29][CH:30]3[CH2:35][CH2:34][CH2:33][CH2:32][O:31]3)=[CH:22][C:21]=2[CH3:36])=[O:19])=[C:14]([Cl:37])[CH:13]=1.C1C=CC(P(C2C=CC3C(=CC=CC=3)C=2C2C3C(=CC=CC=3)C=CC=2P(C2C=CC=CC=2)C2C=CC=CC=2)C2C=CC=CC=2)=CC=1.C([O-])([O-])=O.[Cs+].[Cs+]>O1CCOCC1.C1C=CC(/C=C/C(/C=C/C2C=CC=CC=2)=O)=CC=1.C1C=CC(/C=C/C(/C=C/C2C=CC=CC=2)=O)=CC=1.C1C=CC(/C=C/C(/C=C/C2C=CC=CC=2)=O)=CC=1.[Pd].[Pd].O.CCOC(C)=O>[Cl:37][C:14]1[CH:13]=[C:12]([NH:11][C:2]2[CH:7]=[CH:6][CH:5]=[CH:4][C:3]=2[N+:8]([O-:10])=[O:9])[CH:17]=[CH:16][C:15]=1[C:18]([C:20]1[CH:25]=[CH:24][C:23]([O:26][CH2:27][CH2:28][O:29][CH:30]2[CH2:35][CH2:34][CH2:33][CH2:32][O:31]2)=[CH:22][C:21]=1[CH3:36])=[O:19] |f:3.4.5,7.8.9.10.11|. Reported procedure: 1-Iodo-2-nitro-benzene (1.38 g, 5.54 mmol) was dissolved in 40 mL dry 1,4-dioxane under an argon atmosphere. Compound 471 (1.77 g, 4.54 mmol) was added and dissolved in the solvent. Rac-BINAP (106 mg, 0.17 mmol), Pd2(dba)3 (104 mg, 0.11 mmol) and Cs2CO3 (2.07 g, 6.30 mmol) were added, and the reaction mixture was stirred under an argon atmosphere at 100° C. for 24 h. The reaction mixture was poured into a mixture of EtOAc and water. The aqueous phase was washed with more EtOAc. The organic phase...